Dataset: the Open Reaction Database (ORD), a public repository of structured organic reaction records. Task: describe an organic reaction: reactants, conditions, products, and yield Starting materials: CCO, CC(C)(C)OC(=O)NN, O=Cc1ccc2ccccc2n1. The product is CC(C)(C)OC(=O)NN=Cc1ccc2ccccc2n1. RXN SMILES: [CH3:22][CH2:23][OH:24].[NH:13]([NH2:14])[C:15](=[O:16])[O:17][C:18]([CH3:19])([CH3:20])[CH3:21].[n:1]1[c:2]([CH:11]=[O:12])[cH:3][cH:4][c:5]2[cH:6][cH:7][cH:8][cH:9][c:10]12>>[n:1]1[c:2]([CH:11]=[N:14][NH:13][C:15](=[O:16])[O:17][C:18]([CH3:19])([CH3:20])[CH3:21])[cH:3][cH:4][c:5]2[cH:6][cH:7][cH:8][cH:9][c:10]12. Reaction SMILES: [C:27]([BH3-:28])#[N:29].[CH3:23][C:24](=[O:25])[O-:26].[CH3:31][CH:32]([OH:33])[CH3:34].[ClH:19].[NH2:20][OH:21].[Na+:22].[Na+:30].[c:1]1([CH2:7][CH2:8][C:9]([CH2:10][CH2:11][c:12]2[cH:13][cH:14][cH:15][cH:16][cH:17]2)=[O:18])[cH:2][cH:3][cH:4][cH:5][cH:6]1>>[c:1]1([CH2:7][CH2:8][CH:9]([CH2:10][CH2:11][c:12]2[cH:13][cH:14][cH:15][cH:16][cH:17]2)[NH:20][OH:21])[cH:2][cH:3][cH:4][cH:5][cH:6]1. Reactants: [BH3-]C#N, CC(=O)[O-], CC(C)O, Cl, NO, [Na+], [Na+], O=C(CCc1ccccc1)CCc1ccccc1. Yields the product ONC(CCc1ccccc1)CCc1ccccc1.